This data is from the Open Reaction Database (ORD), a public repository of structured organic reaction records. The task is: describe an organic reaction: reactants, conditions, products, and yield The reactants are BrC=1NC=2CCCC(C2C1)=O (2-bromo-6,7-dihydro-1H-indol-4(5H)-one), Cl.NO (hydroxylamine hydrochloride), C(C)(=O)[O-].[Na+] (sodium acetate). Solvent: CO (MeOH). Product: BrC=1NC=2CCCC(C2C1)=NO (2-bromo-6,7-dihydro-1H-indol-4(5H)-one oxime). The yield is 114.6%. RXN SMILES: [Br:1][C:2]1[NH:3][C:4]2[CH2:5][CH2:6][CH2:7][C:8](=O)[C:9]=2[CH:10]=1.Cl.[NH2:13][OH:14].C([O-])(=O)C.[Na+]>CO>[Br:1][C:2]1[NH:3][C:4]2[CH2:5][CH2:6][CH2:7][C:8](=[N:13][OH:14])[C:9]=2[CH:10]=1 |f:1.2,3.4|. Reported procedure: A solution of 2-bromo-6,7-dihydro-1H-indol-4(5H)-one (303a) (222 mg, 1.04 mmol), hydroxylamine hydrochloride (80 mg, 1.14 mmol), and sodium acetate (94 mg, 1.14 mmol) in MeOH (28 mL) was stirred under argon at 50° C. for 22 h. The reaction mixture was then concentrated in vacuo, and the residue was partitioned between saturated aq. NaHCO3 (40 mL) and EtOAc (60 mL). The organic layer was separated, and the aq. layer was extracted with EtOAc (60 mL). The combined extracts were dried over Na2SO4, f... Reactants: C(C)(C)N1C(C(=CC=C1C)C(=O)OCC)=O (ethyl 1-isopropyl-6-methyl-2-oxo-1,2-dihydropyridine-3-carboxylate), CI (methyl iodide), Example 1(5), C(C)(C)[N-]C(C)C.[Li+] (lithium diisopropylamide). The solvent is O1CCCC1 (tetrahydrofuran). Run at temperature 0 celsius, time 3 hour. The product is C(C)C1=CC=C(C(N1C(C)C)=O)C(=O)OCC (Ethyl 6-ethyl-1-isopropyl-2-oxo-1,2-dihydropyridine-3-carboxylate). Yield: 23.0%. RXN SMILES: [CH:1]([N:4]1[C:9]([CH3:10])=[CH:8][CH:7]=[C:6]([C:11]([O:13][CH2:14][CH3:15])=[O:12])[C:5]1=[O:16])([CH3:3])[CH3:2].[CH:17]([N-]C(C)C)(C)C.[Li+].CI>O1CCCC1>[CH2:10]([C:9]1[N:4]([CH:1]([CH3:2])[CH3:3])[C:5](=[O:16])[C:6]([C:11]([O:13][CH2:14][CH3:15])=[O:12])=[CH:7][CH:8]=1)[CH3:17] |f:1.2|. Reported procedure: To a stirred solution of ethyl 1-isopropyl-6-methyl-2-oxo-1,2-dihydropyridine-3-carboxylate as prepared in Example 1(5) (515 mg, 2.0 mmol) in tetrahydrofuran (3 mL) was added a solution of lithium diisopropylamide (2.0M, 1.0 mL, 1.0 mmol) dropwise at −30° C. over 40 min. After addition, the mixture was stirred at 0° C. for 3 h. Then, methyl iodide (426 mg, 3.0 mmol) was added at 0° C., and the mixture was stirred at room temperature for 16 h. The mixture was quenched with water (5.0 mL), and ext...